From a dataset of the Open Reaction Database (ORD), a public repository of structured organic reaction records. describe an organic reaction: reactants, conditions, products, and yield The reactants are O=[N+]([O-])c1ccc(Br)cc1NCc1ccccc1, CN1CCCC1=O, CC(=O)N1CCNCC1, O. Product: CC(=O)N1CCN(c2ccc([N+](=O)[O-])c(NCc3ccccc3)c2)CC1. Reaction SMILES: [CH2:1]([c:2]1[cH:3][cH:4][cH:5][cH:6][cH:7]1)[NH:8][c:9]1[c:10]([N+:16](=[O:17])[O-:18])[cH:11][cH:12][c:13]([Br:15])[cH:14]1.[CH3:28][N:29]1[CH2:30][CH2:31][CH2:32][C:33]1=[O:34].[N:19]1([C:25]([CH3:26])=[O:27])[CH2:20][CH2:21][NH:22][CH2:23][CH2:24]1.[OH2:35]>>[CH2:1]([c:2]1[cH:3][cH:4][cH:5][cH:6][cH:7]1)[NH:8][c:9]1[c:10]([N+:16](=[O:17])[O-:18])[cH:11][cH:12][c:13]([N:22]2[CH2:21][CH2:20][N:19]([C:25]([CH3:26])=[O:27])[CH2:24][CH2:23]2)[cH:14]1. The reactants are C(=O)(O)[O-].[Na+] (NaHCO3), [N+](=O)([O-])C1=C(C(=O)O)C=CC(=C1)[N+](=O)[O-] (2,4-dinitrobenzoic acid), P(=O)(Cl)(Cl)Cl (phosphorus oxychloride), N1CCOCC1 (morpholine). The solvent is C1(=CC=CC=C1)C (toluene). Conditions: temperature 80 celsius. Product: [N+](=O)([O-])C1=C(C(=O)N2CCOCC2)C=CC(=C1)[N+](=O)[O-] (N-(2,4-dinitrobenzoyl)morpholine). Isolated yield 81.2%. RXN SMILES: [N+:1]([C:4]1[CH:12]=[C:11]([N+:13]([O-:15])=[O:14])[CH:10]=[CH:9][C:5]=1[C:6]([OH:8])=O)([O-:3])=[O:2].[NH:16]1[CH2:21][CH2:20][O:19][CH2:18][CH2:17]1.P(Cl)(Cl)(Cl)=O.C([O-])(O)=O.[Na+]>C1(C)C=CC=CC=1>[N+:1]([C:4]1[CH:12]=[C:11]([N+:13]([O-:15])=[O:14])[CH:10]=[CH:9][C:5]=1[C:6]([N:16]1[CH2:21][CH2:20][O:19][CH2:18][CH2:17]1)=[O:8])([O-:3])=[O:2] |f:3.4|. Procedure details: To a slurry of 215.1 g of 2,4-dinitrobenzoic acid in 1000 ml of toluene was added with stirring 196.2 g of morpholine. Next 76.5 g of phosphorus oxychloride was added dropwise at such a rate to maintain the reaction temperature below 90° C. The mixture was refluxed for 5 hrs, cooled to 80° C., and slowly poured into 1000 ml of aqueous 5% NaHCO3 solution with stirring. The precipitate was filtered, washed with water and dried to yield 231.7 g of N-(2,4-dinitrobenzoyl)morpholine, mp 159°-161° C. The reactants are [N+](=O)([O-])C=1N(C=CN1)C(=O)CCO (2-(2-nitro-1-imidazoyl)ethanol), P(=O)(Cl)(Cl)Cl (phosphorus oxychloride). Solvent: C1CCOC1 (THF), C1CCOC1 (THF). Yields the product P(OCCC(=O)N1C(=NC=C1)[N+](=O)[O-])(=O)(Cl)Cl (2-(2-nitro-1-imidazoyl)ethyl phosphorodichloridate). RXN SMILES: [N+:1]([C:4]1[N:5]([C:9]([CH2:11][CH2:12][OH:13])=[O:10])[CH:6]=[CH:7][N:8]=1)([O-:3])=[O:2].[P:14](Cl)([Cl:17])([Cl:16])=[O:15]>C1COCC1>[P:14]([Cl:17])([Cl:16])(=[O:15])[O:13][CH2:12][CH2:11][C:9]([N:5]1[CH:6]=[CH:7][N:8]=[C:4]1[N+:1]([O-:3])=[O:2])=[O:10]. Procedure details: A solution of 3.0 mmol of 2-(2-nitro-1-imidazoyl)ethanol in 17 ml dry THF is added dropwise over 1 hr to 7.0 mmol phosphorus oxychloride in 5 ml THF at -7° to -2° C. with stirring. The suspension is stirred for another 75 min at 0° C., then allowed to reach room temperature and filtered. The residual powder is washed under a nitrogen flow with THF and the solvent and excess POCl3 removed from the filtrate in vacuo over 1 hr to yield 2-(2-nitro-1-imidazoyl)ethyl phosphorodichloridate as an oil. Starting materials: C1(C=2C(C(N1CCP(OCC)(OCC)=O)=O)=CC=CC2)=O (diethyl phthalimidoethylphosphonate). The solvent is C(C)O (ethanol), O.NN (hydrazine hydrate). Conditions: time 16 hour. Product: NCCP(OCC)(OCC)=O (diethyl (2-aminoethyl)phosphonate). As a reaction SMILES: C1(=O)[N:5]([CH2:6][CH2:7][P:8](=[O:15])([O:12][CH2:13][CH3:14])[O:9][CH2:10][CH3:11])C(=O)C2=CC=CC=C12>C(O)C.O.NN>[NH2:5][CH2:6][CH2:7][P:8](=[O:15])([O:9][CH2:10][CH3:11])[O:12][CH2:13][CH3:14] |f:2.3|. Procedure: A mixture of 4.67 g (0.015 mol) of diethyl phthalimidoethylphosphonate in 30 ml of ethanol and 1.2 ml of 100% hydrazine hydrate is kept at ambient temperature for ca. 16 hours then is refluxed for 2 hours. The mixture is cooled and filtered and the filtrate is concentrated to give diethyl (2-aminoethyl)phosphonate. The reactants are CCOC(=O)CCCBr, [K+], [K+], O=C([O-])[O-], CN(C)C=O, O=C1CCC(c2ccc(O)cc2)=NN1. Product: CCOC(=O)CCCOc1ccc(C2=NNC(=O)CC2)cc1. Reaction SMILES: [Br:21][CH2:22][CH2:23][CH2:24][C:25](=[O:26])[O:27][CH2:28][CH3:29].[K+:15].[K+:16].[O-:17][C:18]([O-:19])=[O:20].[O:30]=[CH:31][N:32]([CH3:33])[CH3:34].[OH:1][c:2]1[cH:3][cH:4][c:5]([C:8]2=[N:13][NH:12][C:11](=[O:14])[CH2:10][CH2:9]2)[cH:6][cH:7]1>>[O:1]([c:2]1[cH:3][cH:4][c:5]([C:8]2=[N:13][NH:12][C:11](=[O:14])[CH2:10][CH2:9]2)[cH:6][cH:7]1)[CH2:22][CH2:23][CH2:24][C:25](=[O:26])[O:27][CH2:28][CH3:29]. The reactants are CCCCP(CCCC)CCCC, Cc1oc(-c2ccc(C(F)(F)F)cc2)cc1CO, O=C(N=NC(=O)N1CCCCC1)N1CCCCC1, C1CCOC1, O=Cc1cccc(O)c1. Product: Cc1oc(-c2ccc(C(F)(F)F)cc2)cc1COc1cccc(C=O)c1. As a reaction SMILES: [CH2:28]([P:29]([CH2:30][CH2:31][CH2:32][CH3:33])[CH2:34][CH2:35][CH2:36][CH3:37])[CH2:38][CH2:39][CH3:40].[CH3:1][c:2]1[o:3][c:4](-[c:9]2[cH:10][cH:11][c:12]([C:15]([F:16])([F:17])[F:18])[cH:13][cH:14]2)[cH:5][c:6]1[CH2:7][OH:8].[N:41]([C:42]([N:43]1[CH2:44][CH2:45][CH2:46][CH2:47][CH2:48]1)=[O:49])=[N:50][C:51]([N:52]1[CH2:53][CH2:54][CH2:55][CH2:56][CH2:57]1)=[O:58].[O:59]1[CH2:60][CH2:61][CH2:62][CH2:63]1.[OH:19][c:20]1[cH:21][c:22]([CH:23]=[O:24])[cH:25][cH:26][cH:27]1>>[CH3:1][c:2]1[o:3][c:4](-[c:9]2[cH:10][cH:11][c:12]([C:15]([F:16])([F:17])[F:18])[cH:13][cH:14]2)[cH:5][c:6]1[CH2:7][O:8][c:20]1[cH:21][c:22]([CH:23]=[O:24])[cH:25][cH:26][cH:27]1.